From a dataset of the Open Reaction Database (ORD), a public repository of structured organic reaction records. describe an organic reaction: reactants, conditions, products, and yield Reactants: COC=1C=C(C(=CC1OC)N)N (4,5-Dimethoxy-benzene-1,2-diamine), S1C(=CC=C1)C(C(=O)O)=O ((thiophen-2-yl) oxo-acetic acid). Yields the product N1C(C=NC2=CC=CC=C12)=O (quinoxalin-2-one), 6,7-Methoxy-3-thiophen-2-yl-1H-quinoxalin-2-one. Reaction SMILES: CO[C:3]1[CH:4]=[C:5]([NH2:12])[C:6]([NH2:11])=[CH:7][C:8]=1OC.S1C=CC=C1[C:18](=O)[C:19](O)=[O:20]>>[NH:12]1[C:5]2[C:6](=[CH:7][CH:8]=[CH:3][CH:4]=2)[N:11]=[CH:18][C:19]1=[O:20]. Procedure: The quinoxalin-2-one of the present example is prepared with 4,5-Dimethoxy-benzene-1,2-diamine and (thiophen-2-yl) oxo-acetic acid via the method described in Example 12 to afford 6,7-Methoxy-3-thiophen-2-yl-1H-quinoxalin-2-one. Reactants: CCOC(C)=O, COC(=O)CC1CCCN1C(=O)OC(C)(C)C, Cl. Yields the product COC(=O)CC1CCCN1, Cl. Reaction SMILES: [CH3:19][CH2:20][O:21][C:22](=[O:23])[CH3:24].[CH3:1][O:2][C:3]([CH2:4][CH:5]1[N:6]([C:10]([O:11][C:12]([CH3:13])([CH3:14])[CH3:15])=[O:16])[CH2:7][CH2:8][CH2:9]1)=[O:17].[ClH:18]>>[CH3:1][O:2][C:3]([CH2:4][CH:5]1[NH:6][CH2:7][CH2:8][CH2:9]1)=[O:17].[ClH:18]. Starting materials: C(C)OC(CCN(C1CCCC1)C1=NC(=NC=C1[N+](=O)[O-])Cl)=O (3-[(2-chloro-5-nitro-pyrimidin-4-yl)-cyclopentyl-amino]-propanoic acid ethyl ester), stannous chloride dihydrate, Cl (hydrochloric acid). The solvent is C(C)O (ethanol). The product is ClC=1N=CC2=C(N(CCC(N2)=O)C2CCCC2)N1 (2-chloro-9-cyclopentyl-5,7,8,9-tetrahydro-pyrimido[4,5-b][1,4]diazepin-6-one). Isolated yield 65.2%. Reaction SMILES: C([O:3][C:4](=O)[CH2:5][CH2:6][N:7]([C:13]1[C:18]([N+:19]([O-])=O)=[CH:17][N:16]=[C:15]([Cl:22])[N:14]=1)[CH:8]1[CH2:12][CH2:11][CH2:10][CH2:9]1)C.Cl>C(O)C>[Cl:22][C:15]1[N:16]=[CH:17][C:18]2[NH:19][C:4](=[O:3])[CH2:5][CH2:6][N:7]([CH:8]3[CH2:12][CH2:11][CH2:10][CH2:9]3)[C:13]=2[N:14]=1. Procedure: To a solution of 0.356 g (0.001 mole) of 3-[(2-chloro-5-nitro-pyrimidin-4-yl)-cyclopentyl-amino]-propanoic acid ethyl ester (IV-10) in 5 mL of ethanol was added 0.562 g (0.0025 mole) of stannous chloride dihydrate and 0.1 mL of hydrochloric acid. The mixture was heated to 60 degrees for 2 hrs. The solvent was evaporated under reduced pressure. The residue was taken up in 20 mL of water and extracted with three times with 20 mL of ethyl acetate. The combined organic layers were dried over anhydro... The reactants are ClCCl, CC(=O)O, CO, CN1CCC(C(=O)c2cccc(N)c2)CC1, O=C=Nc1ccccc1. The product is CN1CCC(C(=O)c2cccc(NC(=O)Nc3ccccc3)c2)CC1. RXN SMILES: [CH2:26]([Cl:27])[Cl:28].[CH3:29][C:30](=[O:31])[OH:32].[CH3:33][OH:34].[NH2:1][c:2]1[cH:3][c:4]([C:5](=[O:6])[CH:7]2[CH2:8][CH2:9][N:10]([CH3:13])[CH2:11][CH2:12]2)[cH:14][cH:15][cH:16]1.[O:17]=[C:18]=[N:19][c:20]1[cH:21][cH:22][cH:23][cH:24][cH:25]1>>[NH:1]([c:2]1[cH:3][c:4]([C:5](=[O:6])[CH:7]2[CH2:8][CH2:9][N:10]([CH3:13])[CH2:11][CH2:12]2)[cH:14][cH:15][cH:16]1)[C:18](=[O:17])[NH:19][c:20]1[cH:21][cH:22][cH:23][cH:24][cH:25]1. Starting materials: [C-]#N.[Na+] (sodium cyanide), COC1=C(C=CC=C1CBr)OC1=C(C=CC=C1)F (2-fluorophenyl 2-methoxy-3-bromomethylphenyl ether). Run in CS(=O)C (dimethyl sulfoxide). Product: COC1=C(C=CC=C1OC1=C(C=CC=C1)F)CC#N (2-[2-methoxy-3-(2-fluorophenoxy)phenyl]acetonitrile). The yield is 79.2%. RXN SMILES: [C-:1]#[N:2].[Na+].[CH3:4][O:5][C:6]1[C:11]([CH2:12]Br)=[CH:10][CH:9]=[CH:8][C:7]=1[O:14][C:15]1[CH:20]=[CH:19][CH:18]=[CH:17][C:16]=1[F:21]>CS(C)=O>[CH3:4][O:5][C:6]1[C:7]([O:14][C:15]2[CH:20]=[CH:19][CH:18]=[CH:17][C:16]=2[F:21])=[CH:8][CH:9]=[CH:10][C:11]=1[CH2:12][C:1]#[N:2] |f:0.1|. Reported procedure: Powdered sodium cyanide (2.5 g) was added to a solution of 2-fluorophenyl 2-methoxy-3-bromomethylphenyl ether (17.6 g) in dimethyl sulfoxide (50 ml) with stirring at room temperature, and the reaction mixture was treated in a similar manner to that of Example 5-(4) to give oily 2-[2-methoxy-3-(2-fluorophenoxy)phenyl]acetonitrile (10.4 g). Starting materials: C(Cl)Cl (CH2Cl2), BrC(C)(C)C1CCC(CC1)C (2-Bromo-2-(4-methylcyclohex-1-yl)propane), O\N=C(/C(=O)OCC)\C(C)=O (ethyl (Z)-2-hydroxyimino-3-oxobutyrate). Reagents/catalysts: FC(S(=O)(=O)[O-])(F)F.[Ag+] (silver trifluoromethanesulphonate). Solvent: O1CCOCC1 (dioxane). Yields the product C[C@@H]1CC[C@H](CC1)C(C)(O\N=C(/C(=O)OCC)\C(C)=O)C (Ethyl (Z)-2-[1-(trans-4-methylcyclohexyl)-1-methylethoxyimino]-3-oxobutyrate), oil. Yield: 51.0%. As a reaction SMILES: Br[C:2]([CH:5]1[CH2:10][CH2:9][CH:8]([CH3:11])[CH2:7][CH2:6]1)([CH3:4])[CH3:3].[OH:12]/[N:13]=[C:14](/[C:20](=[O:22])[CH3:21])\[C:15]([O:17][CH2:18][CH3:19])=[O:16].C(Cl)Cl>O1CCOCC1.FC(F)(F)S([O-])(=O)=O.[Ag+]>[CH3:11][C@H:8]1[CH2:9][CH2:10][C@H:5]([C:2]([CH3:4])([O:12]/[N:13]=[C:14](/[C:20](=[O:22])[CH3:21])\[C:15]([O:17][CH2:18][CH3:19])=[O:16])[CH3:3])[CH2:6][CH2:7]1 |f:4.5|. Procedure details: 2-Bromo-2-(4-methylcyclohex-1-yl)propane (1.99 g, 9.06 mmol), ethyl (Z)-2-hydroxyimino-3-oxobutyrate (1.44 g, 9.06 mmol) and silver trifluoromethanesulphonate (2.33 g) were reacted together in dry dioxane (8 ml) using a similar method to Example 9a. The title compound was obtained as an oil (1.31 g, 51%), νmax (CH2Cl2) 2920, 2860, 1740, 1685, 1370, 1320, 1235, 1070, and 1000 cm-1. δ13C (100 MHz, CDCl3) 14.14 (CH3), 22.55 (CH3), 23.24 (2×CH3), 25.11 (CH3), 26.8 (2×CH2), 32.76 (CH), 35.36 (2×CH2),... Reactants: NC=1N=C(C2=C(N1)N=CC(=C2)C=CC2=CC=C(C=C2)C(=O)OC(C)(C)C)N (2,4-diamino-6-[2-(4-tert-butoxycarbonylphenyl)ethenyl]pyrido[2,3-d]pyrimidine), Cl (hydrogen chloride), CCOCC (ether). Procedure details: Alternatively, 0.48 g of 2,4-diamino-6-[2-(4-tert-butoxycarbonylphenyl)ethenyl]pyrido[2,3-d]pyrimidine was added to a saturated solution of hydrogen chloride in 20 mL of nitromethane at 0°. The reaction mixture quickly became viscous and turned a deep yellow color and after a few minutes of stirring, a granular solid formed. After 1 hour of stirring, 50 mL of ether were added and the precipitate was collected by filtration. The collected solid was dissolved in 50 mL of 10% aqueous sodium carbona... Reaction SMILES: [NH2:1][C:2]1[N:3]=[C:4]([NH2:27])[C:5]2[CH:11]=[C:10]([CH:12]=[CH:13][C:14]3[CH:19]=[CH:18][C:17]([C:20]([O:22]C(C)(C)C)=[O:21])=[CH:16][CH:15]=3)[CH:9]=[N:8][C:6]=2[N:7]=1.Cl.CCOCC>[N+](C)([O-])=O>[NH2:1][C:2]1[N:3]=[C:4]([NH2:27])[C:5]2[CH:11]=[C:10]([CH:12]=[CH:13][C:14]3[CH:19]=[CH:18][C:17]([C:20]([OH:22])=[O:21])=[CH:16][CH:15]=3)[CH:9]=[N:8][C:6]=2[N:7]=1. Solvent: [N+](=O)([O-])C (nitromethane). Yields the product NC=1N=C(C2=C(N1)N=CC(=C2)C=CC2=CC=C(C=C2)C(=O)O)N (2,4-Diamino-6-[2-(4-carboxyphenyl)ethenyl]pyrido[2,3-d]pyrimidine). Reactants: CC=1N=CC(=NC1C)N1C[C@@H]2CCNC[C@H]12 ((1R,6S)-8-(5,6-Dimethylpyrazin-2-yl)-3,8-diazabicyclo[4.2.0]octane), FC=1C=CC(=C(C(=O)O)C1)N1N=CC=N1 (5-fluoro-2-[1,2,3]triazol-2-yl-benzoic acid), S1C(=CC=C1)C1=C(C(=O)O)C=CC=C1 (2-thiophen-2-yl-benzoic acid), CC1=NC(=NC(=C1)C)N1C[C@@H]2CCNC[C@H]12 ((1R,6S)8-(4,6-dimethyl-pyrimidin-2-yl)-3,8-diaza-bicyclo[4.2.0]octane), FC=1C=CC(=C(C(=O)O)C1)N1N=CC=N1 (5-fluoro-2-[1,2,3]triazol-2-yl-benzoic acid). The solvent is C(Cl)Cl (DCM). Product: FC=1C=CC(=C(C1)C(=O)N1C[C@@H]2N(C[C@@H]2CC1)C1=NC=CN=C1C)N1N=CC=N1 ((1R,6S)-3-{[5-Fluoro-2-(2H-1,2,3-triazol-2-yl)phenyl]carbonyl}-8-(3-methylpyrazin-2-yl)-3,8-diazabicyclo[4.2.0]octane). As a reaction SMILES: C[C:2]1[N:3]=[CH:4][C:5]([N:9]2[C@@H:16]3[C@@H:11]([CH2:12][CH2:13][NH:14][CH2:15]3)[CH2:10]2)=[N:6][C:7]=1C.[CH3:17]C1C=C(C)N=C(N2[C@@H]3[C@@H](CCNC3)C2)N=1.[F:33][C:34]1[CH:35]=[CH:36][C:37]([N:43]2[N:47]=[CH:46][CH:45]=[N:44]2)=[C:38]([CH:42]=1)[C:39](O)=[O:40].S1C=CC=C1C1C=CC=CC=1C(O)=O>C(Cl)Cl>[F:33][C:34]1[CH:35]=[CH:36][C:37]([N:43]2[N:47]=[CH:46][CH:45]=[N:44]2)=[C:38]([C:39]([N:14]2[CH2:13][CH2:12][C@@H:11]3[C@@H:16]([N:9]([C:5]4[C:4]([CH3:17])=[N:3][CH:2]=[CH:7][N:6]=4)[CH2:10]3)[CH2:15]2)=[O:40])[CH:42]=1. Reported procedure: The title compound was prepared in a manner analogous to Example 1, substituting (1R,6S)-8-(3-methylpyrazin-2-yl)-3,8-diazabicyclo[4.2.0]octane (Intermediate 31) for (1R,6S)8-(4,6-dimethyl-pyrimidin-2-yl)-3,8-diaza-bicyclo[4.2.0]octane and 5-fluoro-2-[1,2,3]triazol-2-yl-benzoic acid (Intermediate 13) for 2-thiophen-2-yl-benzoic acid. DCM was used in place of DMF. MS (ESI) mass calcd. For C20H20FN7O, 393.43; m/z found 394.1 [M+H]+. 1H NMR (CD3OD): 8.10-8.01 (m, 1H), 7.97-7.88 (m, 2H), 7.83-7.74 (...